Task: describe an organic reaction: reactants, conditions, products, and yield. Dataset: the Open Reaction Database (ORD), a public repository of structured organic reaction records The reactants are C(C)S (ethanethiol), [Al+3].[Cl-].[Cl-].[Cl-] (AlCl3), CN(C)CCOC1=CC=C(C=C1)C1=NC(=CC=C1C1=CC=C(C=C1)OC)C (2-[4-[2-(N,N-dimethylamino)ethoxy]phenyl]-3-(4-methoxyphenyl)-6-methylpyridine). Solvent: ClCCCl (DCE), ClCCCl (DCE). Run at time 15 minute. The product is CN(C)CCOC1=CC=C(C=C1)C1=NC(=CC=C1C1=CC=C(C=C1)O)C (2-[4-[2-(N,N-Dimethylamino)ethoxy]phenyl]-3-(4-hydroxyphenyl)-6-methylpyridine). Yield: 34.4%. RXN SMILES: [Al+3].[Cl-].[Cl-].[Cl-].C(S)C.[CH3:8][N:9]([CH2:11][CH2:12][O:13][C:14]1[CH:19]=[CH:18][C:17]([C:20]2[C:25]([C:26]3[CH:31]=[CH:30][C:29]([O:32]C)=[CH:28][CH:27]=3)=[CH:24][CH:23]=[C:22]([CH3:34])[N:21]=2)=[CH:16][CH:15]=1)[CH3:10]>ClCCCl>[CH3:10][N:9]([CH2:11][CH2:12][O:13][C:14]1[CH:15]=[CH:16][C:17]([C:20]2[C:25]([C:26]3[CH:27]=[CH:28][C:29]([OH:32])=[CH:30][CH:31]=3)=[CH:24][CH:23]=[C:22]([CH3:34])[N:21]=2)=[CH:18][CH:19]=1)[CH3:8] |f:0.1.2.3|. Procedure details: The AlCl3 (7 g, 52 mmol) was stirred in 150 mL of DCE at 0° C., ethanethiol (5.5 mL, 75 mmol) was added, and the mixture stirred for 15 min. The 2-[4-[2-(N,N-dimethylamino)ethoxy]phenyl]-3-(4-methoxyphenyl)-6-methylpyridine (2.7 g, 7.5 mmol) in 50 mL DCE was added dropwise to the reaction mixture and stirred for 2 h as it was allowed to come to rt, then quenched with 25 mL THF at 0° C., followed by 25 mL 1N HCl and worked up. The crude product was recrystallised from hot EtOAc/ pet. ether to giv... The reactants are BrC=1C=C(C=NC1)S(=O)(=O)NC (5-bromo-N-methylpyridine-3-sulfonamide), CN(C=O)C (N,N-dimethylformamide). Reagents/catalysts: [C-]#N.[Zn+2].[C-]#N (zinc cyanide). Reaction conditions: temperature 100 celsius. The product is C(#N)C=1C=C(C=NC1)S(=O)(=O)NC (5-cyano-N-methylpyridine-3-sulfonamide). Reaction SMILES: Br[C:2]1[CH:3]=[C:4]([S:8]([NH:11][CH3:12])(=[O:10])=[O:9])[CH:5]=[N:6][CH:7]=1.[CH3:13][N:14](C)C=O>[C-]#N.[Zn+2].[C-]#N>[C:13]([C:2]1[CH:3]=[C:4]([S:8]([NH:11][CH3:12])(=[O:10])=[O:9])[CH:5]=[N:6][CH:7]=1)#[N:14] |f:2.3.4|. Reported procedure: To a solution of 5-bromo-N-methylpyridine-3-sulfonamide (0.1 g, 0.39 mmol) in N,N-dimethylformamide was added zinc cyanide (0.056 g, 0.47 mmol). The solution was degassed with nitrogen for 10 min, then tetrakis(triphenylphosphine)palladium(0) (30 mg) was added. The reaction mixture was heated to 100° C. for 2 h. The mixture was then diluted with water and extracted with ethyl acetate. The organic layer was dried, filtered, and concentrated under reduced pressure. The crude compound was purified ... The reactants are OC1C=CC(C1CC=C)=O (4-hydroxy-5-allyl-2-cyclopentenone), C1=CC=CC=C1 (benzene), [Al] (aluminum). The solvent is CC(=O)C (acetone). Product: O=C1C=CC(C1CC=C)=O (4-keto-5-allyl-2-cyclopentenone). The yield is 81.2%. Reaction SMILES: C1C=CC=CC=1.[OH:7][CH:8]1[CH:12]([CH2:13][CH:14]=[CH2:15])[C:11](=[O:16])[CH:10]=[CH:9]1.[Al]>CC(C)=O>[O:7]=[C:8]1[CH:12]([CH2:13][CH:14]=[CH2:15])[C:11](=[O:16])[CH:10]=[CH:9]1. Procedure details: Into a mixture of 150 ml of dried benzene and 100 ml of acetone, was dissolved 1.5 g of 4-hydroxy-5-allyl-2-cyclopentenone. After adding 3 g of freshly distilled aluminum isoproproxide, the mixture was heated under reflux for 12 hours. The reaction mixture was cooled to room temperature, washed twice with 30% sulfuric acid, then with water until the washings had become neutral. After drying over anhydrous sodium sulfate, the mixture was stripped of the solvent by distillation and the residue was... Starting materials: CCOc1cc(OCC)c(CO)nn1, ClCCl, O=S(Cl)Cl. Product: CCOc1cc(OCC)c(CCl)nn1. As a reaction SMILES: [CH2:5]([CH3:6])[O:7][c:8]1[c:9]([CH2:17][OH:18])[n:10][n:11][c:12]([O:14][CH2:15][CH3:16])[cH:13]1.[Cl:19][CH2:20][Cl:21].[S:1]([Cl:2])([Cl:3])=[O:4]>>[Cl:3][CH2:17][c:9]1[c:8]([O:7][CH2:5][CH3:6])[cH:13][c:12]([O:14][CH2:15][CH3:16])[n:11][n:10]1. Starting materials: Cl.CN(CC(=O)O)C (N,N-dimethylglycin hydrochloride), NC1=CC=C(C=C1)C=1C(CC(NN1)=O)C (6-(p-aminophenyl)-5-methyl-4,5-dihydro-3(2H)-pyridazinone), C1(CCCCC1)N=C=NC1CCCCC1 (dicyclohexylcarbodiimide). The solvent is O (water), CN(C=O)C (dimethylformamide). Reaction conditions: time 2 hour. Yields the product CN(C)CC(=O)C1=CC(=C(C=C1)C=1C(CC(NN1)=O)C)N (6-[4-(N,N-dimethylaminoacetyl)-aminophenyl]-5-methyl-4,5-dihydro-3(2H)-pyridazinone). Yield: 67.0%. As a reaction SMILES: Cl.[CH3:2][N:3]([CH3:8])[CH2:4][C:5](O)=[O:6].N[C:10]1[CH:15]=[CH:14][C:13]([C:16]2[CH:17]([CH3:23])[CH2:18][C:19](=[O:22])[NH:20][N:21]=2)=[CH:12][CH:11]=1.C1([N:30]=C=NC2CCCCC2)CCCCC1>O.CN(C)C=O>[CH3:2][N:3]([CH2:4][C:5]([C:10]1[CH:15]=[CH:14][C:13]([C:16]2[CH:17]([CH3:23])[CH2:18][C:19](=[O:22])[NH:20][N:21]=2)=[C:12]([NH2:30])[CH:11]=1)=[O:6])[CH3:8] |f:0.1|. Reported procedure: In 1 ml of water was dissolved 0.7 g of N,N-dimethylglycin hydrochloride. This solution was mixed with a solution of 1.0 g of 6-(p-aminophenyl)-5-methyl-4,5-dihydro-3(2H)-pyridazinone in 20 ml of dimethylformamide. To this mixture was added under ice-cooling 1.2 g of dicyclohexylcarbodiimide, and the reaction was effected for 2 hours. The reaction mixture was allowed to stand for 2 days in a cool place and concentrated under reduced pressure. Water was added to the residue and any insoluble matt... Reactants: CN1C(C2(CCN(CC2)C(\C=C\C2=C(C=CC=C2)C(F)(F)F)=O)C2=CC(=CC=C12)C(=O)O)=O ((E)-1-methyl-2-oxo-1′-(3-(2-(trifluoromethyl)phenyl)acryloyl)spiro[indoline-3,4′-piperidine]-5-carboxylic acid), CN1CCNCC1 (1-methyl-piperazine), C=1C=CC2=C(C1)N=NN2O (HOBt), CCN=C=NCCCN(C)C (EDCI), CCN(C(C)C)C(C)C (DIEA). Run in C(Cl)Cl (CH2Cl2). Conditions: time 8 hour. Yields the product CN1C(C2(CCN(CC2)C(\C=C\C2=C(C=CC=C2)C(F)(F)F)=O)C2=CC(=CC=C12)C(=O)N1CCN(CC1)C)=O ((E)-1-methyl-5-(4-methylpiperazine-1-carbonyl)-1′-(3-(2-(trifluoromethyl)phenyl)acryloyl)spiro[indoline-3,4′-piperidin]-2-one). The yield is 55.5%. As a reaction SMILES: [CH3:1][N:2]1[C:29]2[C:24](=[CH:25][C:26]([C:30]([OH:32])=O)=[CH:27][CH:28]=2)[C:4]2([CH2:9][CH2:8][N:7]([C:10](=[O:23])/[CH:11]=[CH:12]/[C:13]3[CH:18]=[CH:17][CH:16]=[CH:15][C:14]=3[C:19]([F:22])([F:21])[F:20])[CH2:6][CH2:5]2)[C:3]1=[O:33].[CH3:34][N:35]1[CH2:40][CH2:39][NH:38][CH2:37][CH2:36]1.C1C=CC2N(O)N=NC=2C=1.CCN=C=NCCCN(C)C.CCN(C(C)C)C(C)C>C(Cl)Cl>[CH3:1][N:2]1[C:29]2[C:24](=[CH:25][C:26]([C:30]([N:38]3[CH2:39][CH2:40][N:35]([CH3:34])[CH2:36][CH2:37]3)=[O:32])=[CH:27][CH:28]=2)[C:4]2([CH2:9][CH2:8][N:7]([C:10](=[O:23])/[CH:11]=[CH:12]/[C:13]3[CH:18]=[CH:17][CH:16]=[CH:15][C:14]=3[C:19]([F:22])([F:21])[F:20])[CH2:6][CH2:5]2)[C:3]1=[O:33]. Reported procedure: To a solution of (E)-1-methyl-2-oxo-1′-(3-(2-(trifluoromethyl)phenyl)acryloyl)spiro[indoline-3,4′-piperidine]-5-carboxylic acid (20 mg, 0.04 mmol) in anhydrous CH2Cl2 (5 mL) at 0° C. was added 1-methyl-piperazine (6.0 mg, 0.06 mmol), HOBt (12 mg, 0.09 mmol), EDCI (18 mg, 0.09 mmol) and DIEA (28 mg, 0.22 mol) and the mixture was stirred overnight at rt under N2. The reaction mixture was washed with 1 N aq HCl and water. The organic phase was dried over Na2SO4, filtered and concentrated to afford ... Reactants: CC=1C=C(C=C(C1)C)SC1=C(N=CN1C)C(C)C (5-(3,5-dimethylphenylthio)-4-isopropyl-1-methyl-1H-imidazole), CCCCCC (n-hexane), C(CCC)[Li].CCCCCC (n-butyllithium n-hexane), CN(C=O)C (N,N-dimethylformamide). Solvent: O1CCCC1 (tetrahydrofuran), ice water. Run at temperature -78 celsius, time 5 minute. Product: CC=1C=C(C=C(C1)C)SC1=C(N=C(N1C)C=O)C(C)C (5-(3,5-Dimethylphenylthio)-4-isopropyl-1-methyl-1H-imidazole-2-carbaldehyde). Isolated yield 72.0%. RXN SMILES: [CH3:1][C:2]1[CH:3]=[C:4]([S:9][C:10]2[N:14]([CH3:15])[CH:13]=[N:12][C:11]=2[CH:16]([CH3:18])[CH3:17])[CH:5]=[C:6]([CH3:8])[CH:7]=1.C([Li])CCC.CCCCCC.CN(C)[CH:32]=[O:33].CCCCCC>O1CCCC1>[CH3:8][C:6]1[CH:5]=[C:4]([S:9][C:10]2[N:14]([CH3:15])[C:13]([CH:32]=[O:33])=[N:12][C:11]=2[CH:16]([CH3:18])[CH3:17])[CH:3]=[C:2]([CH3:1])[CH:7]=1 |f:1.2|. Procedure: In 16 ml of dry tetrahydrofuran was dissolved 800 mg (3.1 mmol)of 5-(3,5-dimethylphenylthio)-4-isopropyl-1-methyl-1H-imidazole (X=Y=Me)(10). This solution was cooled to -78° C. and 2.2 ml of n-butyllithium-n-hexane (1.66 molar)was added dropwise under nitrogen. After 5 minutes, 680 mg (9.3 mmol) of dry N,N-dimethylformamide was added and the reaction was further conducted at the same temperature for 15 minutes. This reaction mixture was poured in ice-water and extracted with diethyl ether. The o... Starting materials: ClC1=CC=C(C=C1)C(N1CCNCC1)C1=CC=CC=C1 (1-((4-chlorophenyl)phenylmethyl)piperazine), ClCCOCC(=O)OC(C)(C)C (tert-butyl 2-(2-chloroethoxy)acetate), [OH-].[Na+] (sodium hydroxide), [Br-].C(C)(C)(C)[NH3+] (tert-butyl-ammonium bromide). Run in CC(CC)=O (2-butanone), O (water). Conditions: temperature 150 celsius. Product: ClC1=CC=C(C=C1)C(N1CCN(CC1)CCOCC(=O)OC(C)(C)C)C1=CC=CC=C1 (tert-butyl (RS) 2-[2-[4-[(4-chlorophenyl)phenylmethyl]-1-piperazinyl]ethoxy]acetate). Isolated yield 64.9%. Reaction SMILES: [Cl:1][C:2]1[CH:7]=[CH:6][C:5]([CH:8]([C:15]2[CH:20]=[CH:19][CH:18]=[CH:17][CH:16]=2)[N:9]2[CH2:14][CH2:13][NH:12][CH2:11][CH2:10]2)=[CH:4][CH:3]=1.Cl[CH2:22][CH2:23][O:24][CH2:25][C:26]([O:28][C:29]([CH3:32])([CH3:31])[CH3:30])=[O:27].[OH-].[Na+].[Br-].C([NH3+])(C)(C)C>CC(=O)CC.O>[Cl:1][C:2]1[CH:3]=[CH:4][C:5]([CH:8]([C:15]2[CH:16]=[CH:17][CH:18]=[CH:19][CH:20]=2)[N:9]2[CH2:10][CH2:11][N:12]([CH2:22][CH2:23][O:24][CH2:25][C:26]([O:28][C:29]([CH3:30])([CH3:32])[CH3:31])=[O:27])[CH2:13][CH2:14]2)=[CH:6][CH:7]=1 |f:2.3,4.5|. Procedure details: A suspension of 1-((4-chlorophenyl)phenylmethyl)piperazine (260 g, 0.9 mol), tert-butyl 2-(2-chloroethoxy)acetate (195 g, 1.0 mol), sodium hydroxide (106 g, 1 mol) and tert-butyl-ammonium bromide (“TABB”, 3.22 g, 0.01 mol, NOTE-TABB is a catalyst for this reaction) is dissolved in 2-butanone (“MEK”, 300 mL) heated to 150° C. and the water of reaction azeotroped over a period of about 4 hours. Heating is stopped and to the reaction mixture is added MEK (500 mL) added. The mixture is cooled to amb...